From a dataset of the Open Reaction Database (ORD), a public repository of structured organic reaction records. describe an organic reaction: reactants, conditions, products, and yield Starting materials: hydrochloride salt, CC1=NC2=C(N1[C@H]1CC[C@H](CC1)N)C=CC(=C2)C (cis-4-(2,5-dimethyl-benzoimidazol-1-yl)-cyclohexylamine), C(#N)C=1C=C2C[C@H](CC2=CC1)C=O ((S)-5-cyano-indan-2-carbaldehyde). Yields the product CC1=NC2=C(N1[C@H]1CC[C@H](CC1)NC[C@H]1CC3=CC=C(C=C3C1)C#N)C=CC(=C2)C (cis-(S)-2-{[4-(2,5-Dimethyl-benzoimidazol-1-yl)-cyclohexylamino]-methyl}-indan-5-carbonitrile). RXN SMILES: [CH3:1][C:2]1[N:6]([C@@H:7]2[CH2:12][CH2:11][C@H:10]([NH2:13])[CH2:9][CH2:8]2)[C:5]2[CH:14]=[CH:15][C:16]([CH3:18])=[CH:17][C:4]=2[N:3]=1.[C:19]([C:21]1[CH:22]=[C:23]2[C:27](=[CH:28][CH:29]=1)[CH2:26][C@H:25]([CH:30]=O)[CH2:24]2)#[N:20]>>[CH3:1][C:2]1[N:6]([C@@H:7]2[CH2:8][CH2:9][C@H:10]([NH:13][CH2:30][C@@H:25]3[CH2:24][C:23]4[C:27](=[CH:28][CH:29]=[C:21]([C:19]#[N:20])[CH:22]=4)[CH2:26]3)[CH2:11][CH2:12]2)[C:5]2[CH:14]=[CH:15][C:16]([CH3:18])=[CH:17][C:4]=2[N:3]=1. Procedure: This compound was prepared from the hydrochloride salt of cis-4-(2,5-dimethyl-benzoimidazol-1-yl)-cyclohexylamine and (S)-5-cyano-indan-2-carbaldehyde. 1H-NMR is consistent with the assigned structure, LC-MS showed a single peak, C26H30N4 (m/e) calcd 398.2470, obsd 399.3 (M+H). The reactants are C[Si](CCOCN1C=CC2=C1N=CN=C2C=2C=NN(C2)[C@H]2CC[C@H](CC2)CSC=2NC(=NN2)N)(C)C (5-[(cis-4-[4-(7-[2-(Trimethylsilyl)ethoxy]methyl-7H-pyrrolo[2,3-d]pyrimidin-4-yl)-1H-pyrazol-1-yl]cyclohexylmethyl)thio]-4H-1,2,4-triazol-3-amine), C(=O)(C(F)(F)F)O (TFA), CC#N.O (CH3CN—H2O). Run at time 2 hour. Yields the product FC(C(=O)O)(F)F.N1=CN=C(C2=C1NC=C2)C=2C=NN(C2)[C@H]2CC[C@H](CC2)CSC=2NC(=NN2)N (5-[(cis-4-[4-(7H-Pyrrolo[2,3-d]pyrimidin-4-yl)-1H-pyrazol-1-yl]cyclohexylmethyl)thio]-4H-1,2,4-triazol-3-amine trifluoroacetate). As a reaction SMILES: C[Si](C)(C)CCOC[N:7]1[C:11]2[N:12]=[CH:13][N:14]=[C:15]([C:16]3[CH:17]=[N:18][N:19]([C@@H:21]4[CH2:26][CH2:25][C@H:24]([CH2:27][S:28][C:29]5[NH:30][C:31]([NH2:34])=[N:32][N:33]=5)[CH2:23][CH2:22]4)[CH:20]=3)[C:10]=2[CH:9]=[CH:8]1.CC#N.O.[C:41]([OH:47])([C:43]([F:46])([F:45])[F:44])=[O:42]>>[F:44][C:43]([F:46])([F:45])[C:41]([OH:47])=[O:42].[N:12]1[C:11]2[NH:7][CH:8]=[CH:9][C:10]=2[C:15]([C:16]2[CH:17]=[N:18][N:19]([C@@H:21]3[CH2:26][CH2:25][C@H:24]([CH2:27][S:28][C:29]4[NH:30][C:31]([NH2:34])=[N:32][N:33]=4)[CH2:23][CH2:22]3)[CH:20]=2)=[N:14][CH:13]=1 |f:1.2,4.5|. Reported procedure: 5-[(cis-4-[4-(7-[2-(Trimethylsilyl)ethoxy]methyl-7H-pyrrolo[2,3-d]pyrimidin-4-yl)-1H-pyrazol-1-yl]cyclohexylmethyl)thio]-4H-1,2,4-triazol-3-amine (9a) was dissolved in TFA (1 mL) and was stirred for 2 h. The solution was concentrated using a rotary evaporator to remove TFA. The residue was dissolved in methanol (1 mL) and ammonium hydroxide (1 mL) added. The solution was stirred overnight. LCMS showed complete de-protection. The solution was concentrated using a rotary evaporator. The product wa... Reactants: CC1CC(OS(C)(=O)=O)CN1C(=O)OC(C)(C)C, CCOC(C)=O, CCCCCC, [N-]=[N+]=[N-], [Na+], CN(C)C=O, O. Product: CC1CC(N=[N+]=[N-])CN1C(=O)OC(C)(C)C. RXN SMILES: [C:1]([CH3:2])([CH3:3])([CH3:4])[O:5][C:6](=[O:7])[N:8]1[CH:9]([CH3:18])[CH2:10][CH:11]([O:13][S:14]([CH3:15])(=[O:16])=[O:17])[CH2:12]1.[C:24]([O:25][CH2:26][CH3:27])(=[O:28])[CH3:29].[CH3:30][CH2:31][CH2:32][CH2:33][CH2:34][CH3:35].[N-:20]=[N+:21]=[N-:22].[Na+:19].[O:36]=[CH:37][N:38]([CH3:39])[CH3:40].[OH2:23]>>[C:1]([CH3:2])([CH3:3])([CH3:4])[O:5][C:6](=[O:7])[N:8]1[CH:9]([CH3:18])[CH2:10][CH:11]([N:20]=[N+:21]=[N-:22])[CH2:12]1.